From a dataset of the Open Reaction Database (ORD), a public repository of structured organic reaction records. describe an organic reaction: reactants, conditions, products, and yield Starting materials: CCCCC1CCNCC1, O=c1oc2ccc(F)cc2n1CCCCl. Yields the product CCCCC1CCN(CCCn2c(=O)oc3ccc(F)cc32)CC1. Reaction SMILES: [CH2:16]([CH2:17][CH2:18][CH3:19])[CH:20]1[CH2:21][CH2:22][NH:23][CH2:24][CH2:25]1.[Cl:1][CH2:2][CH2:3][CH2:4][n:5]1[c:6](=[O:15])[o:7][c:8]2[c:9]1[cH:10][c:11]([F:14])[cH:12][cH:13]2>>[CH2:2]([CH2:3][CH2:4][n:5]1[c:6](=[O:15])[o:7][c:8]2[c:9]1[cH:10][c:11]([F:14])[cH:12][cH:13]2)[N:23]1[CH2:22][CH2:21][CH:20]([CH2:16][CH2:17][CH2:18][CH3:19])[CH2:25][CH2:24]1. Starting materials: C(C)(C)N(C(C)C)CC (N,N-diisopropylethylamine), NC=1C=C(C#N)C=CC1 (3-amino-benzonitrile), CC=1C(=NON1)C(=O)O (4-Methyl-1,2,5-oxadiazole-3-carboxylic acid), bromotris-(pyrrolydino)phosphonium hexafluorophosphate. Reagents/catalysts: CN(C)C=1C=CN=CC1 (DMAP). The solvent is CN(C)C=O.C(Cl)Cl (DMF DCM). Reaction conditions: time 8 hour. The product is C(#N)C=1C=C(C=CC1)NC(=O)C1=NON=C1C (N-(3-Cyanophenyl)-4-methyl-1,2,5-oxadiazole-3-carboxamide). Isolated yield 6.8%. As a reaction SMILES: [CH3:1][C:2]1[C:3]([C:7]([OH:9])=O)=[N:4][O:5][N:6]=1.[NH2:10][C:11]1[CH:12]=[C:13]([CH:16]=[CH:17][CH:18]=1)[C:14]#[N:15].C(N(CC)C(C)C)(C)C>CN(C=O)C.C(Cl)Cl.CN(C1C=CN=CC=1)C>[C:14]([C:13]1[CH:12]=[C:11]([NH:10][C:7]([C:3]2[C:2]([CH3:1])=[N:6][O:5][N:4]=2)=[O:9])[CH:18]=[CH:17][CH:16]=1)#[N:15] |f:3.4|. Reported procedure: 4-Methyl-1,2,5-oxadiazole-3-carboxylic acid (200 mg, 1.6 mmol) and bromotris-(pyrrolydino)phosphonium hexafluorophosphate was dissolved in a 1/1 mixture of DMF/DCM. To the mixture was added DMAP (120 mg, 0.95 mmol) and 3-amino-benzonitrile (184 mg, 1.6 mol) followed by N,N-diisopropylethylamine. The reaction mixture was stirred at rt overnight. The volatiles were removed in vacuo and the residue dissolved with chloroform and loaded onto a 40 g Silica ISCO cartridge eluting with 25%-50% EtOAc/Hex... Starting materials: CCOC(=O)C(Cc1cc(-c2ccc(Br)cc2)n(-c2ccc(C)cc2)n1)c1cccc(C)c1, C1CCOC1, [Li+], [OH-], O. Yields the product Cc1ccc(-n2nc(CC(C(=O)O)c3cccc(C)c3)cc2-c2ccc(Br)cc2)cc1. Reaction SMILES: [CH2:1]([CH3:2])[O:3][C:4]([CH:5]([CH2:6][c:7]1[n:8][n:9](-[c:19]2[cH:20][cH:21][c:22]([CH3:25])[cH:23][cH:24]2)[c:10](-[c:12]2[cH:13][cH:14][c:15]([Br:18])[cH:16][cH:17]2)[cH:11]1)[c:26]1[cH:27][c:28]([CH3:32])[cH:29][cH:30][cH:31]1)=[O:33].[CH2:36]1[O:37][CH2:38][CH2:39][CH2:40]1.[Li+:35].[OH-:34].[OH2:41]>>[O:3]=[C:4]([CH:5]([CH2:6][c:7]1[n:8][n:9](-[c:19]2[cH:20][cH:21][c:22]([CH3:25])[cH:23][cH:24]2)[c:10](-[c:12]2[cH:13][cH:14][c:15]([Br:18])[cH:16][cH:17]2)[cH:11]1)[c:26]1[cH:27][c:28]([CH3:32])[cH:29][cH:30][cH:31]1)[OH:33].